This data is from the Open Reaction Database (ORD), a public repository of structured organic reaction records. The task is: describe an organic reaction: reactants, conditions, products, and yield The reactants are solution, C[Mg]Cl (methylmagnesium chloride), Cl (hydrochloric acid), N1=C(C=CC=C1)CCC=O (2-pyridinepropanal), [Mg] (magnesium). Run in C1CCOC1 (THF), O (water), C1CCOC1 (THF). Run at time 1 hour. The product is CC(CCC1=NC=CC=C1)O (α-Methyl-2-pyridinepropanol). Reaction SMILES: [N:1]1[CH:6]=[CH:5][CH:4]=[CH:3][C:2]=1[CH2:7][CH2:8][CH:9]=[O:10].[CH3:11][Mg]Cl.Cl.[Mg]>C1COCC1.O>[CH3:11][CH:9]([OH:10])[CH2:8][CH2:7][C:2]1[CH:3]=[CH:4][CH:5]=[CH:6][N:1]=1. Procedure: Dimethyl sulphoxide (3.3 ml) was added dropwise to a solution of oxalyl chloride (3.9 ml) in dichloromethane (25 ml) at -78° under nitrogen. After gas evolution had ceased (5 min) a solution of 2-pyridinepropanol (4.0 g) in dichloromethane (20 ml) was added over 5 min and the solution stirred at -78° for 20 min. Triethylamine (5 ml) was added dropwise to the solution, then the resulting dark green mixture warmed to 20° and washed with 2M sodium carbonate solution (20 ml). The organic phase was d... Starting materials: C1(=CC=CC=C1)S(=O)(=O)N1C(=CC2=CC(=CC=C12)SC)C(O)C1=CC=C(O1)C(=O)OCC (1-benzenesulfonyl-2-(2-ethoxycarbonylfuran-5-yl-hydroxymethyl)-5-methylthioindole). The reagents and catalysts are [C].[Pd] (palladium carbon). Solvent: C(C)O (ethanol), C(C)(=O)O (acetic acid). Conditions: temperature 50 celsius, time 15 hour. Product: C1(=CC=CC=C1)S(=O)(=O)N1C(=CC2=CC(=CC=C12)SC)CC1=CC=C(O1)C(=O)OCC (1-benzenesulfonyl-2-(2-ethoxycarbonylfuran-5-yl-methyl)-5-methylthioindole). Isolated yield 52.8%. As a reaction SMILES: [C:1]1([S:7]([N:10]2[C:18]3[C:13](=[CH:14][C:15]([S:19][CH3:20])=[CH:16][CH:17]=3)[CH:12]=[C:11]2[CH:21]([C:23]2[O:27][C:26]([C:28]([O:30][CH2:31][CH3:32])=[O:29])=[CH:25][CH:24]=2)O)(=[O:9])=[O:8])[CH:6]=[CH:5][CH:4]=[CH:3][CH:2]=1>C(O)C.C(O)(=O)C.[C].[Pd]>[C:1]1([S:7]([N:10]2[C:18]3[C:13](=[CH:14][C:15]([S:19][CH3:20])=[CH:16][CH:17]=3)[CH:12]=[C:11]2[CH2:21][C:23]2[O:27][C:26]([C:28]([O:30][CH2:31][CH3:32])=[O:29])=[CH:25][CH:24]=2)(=[O:9])=[O:8])[CH:2]=[CH:3][CH:4]=[CH:5][CH:6]=1 |f:3.4|. Reported procedure: To a solution of the compound obtained in Example 30 (2) (0.3586 g) in ethanol (8 ml), acetic acid (1 ml) and 10% palladium carbon (0.3586 g) were added and the mixture was stirred at 50° C. for 15 hours under hydrogen atmosphere. The reaction solution was filtered. The filtrate was concentrated under reduced pressure. The resulting residue was separated using silica gel column chromatography (hexane:ethyl acetate=1:1) to obtain 0.183 g of the desired product. Starting materials: CC(=O)O[BH-](OC(C)=O)OC(C)=O, O=C([O-])O, COC(=O)CC1(N)CCCC1, CC(=O)O, CO, O=Cc1ccc(F)cc1, [Na+], [Na+]. Yields the product COC(=O)CC1(NCc2ccc(F)cc2)CCCC1. Reaction SMILES: [C:25]([O:26][BH-:27]([O:28][C:29](=[O:30])[CH3:31])[O:32][C:33](=[O:34])[CH3:35])(=[O:36])[CH3:37].[C:41](=[O:42])([OH:43])[O-:44].[CH3:1][O:2][C:3]([CH2:4][C:5]1([NH2:10])[CH2:6][CH2:7][CH2:8][CH2:9]1)=[O:11].[CH3:21][C:22](=[O:23])[OH:24].[CH3:39][OH:40].[F:12][c:13]1[cH:14][cH:15][c:16]([CH:17]=[O:18])[cH:19][cH:20]1.[Na+:38].[Na+:45]>>[CH3:1][O:2][C:3]([CH2:4][C:5]1([NH:10][CH2:17][c:16]2[cH:15][cH:14][c:13]([F:12])[cH:20][cH:19]2)[CH2:6][CH2:7][CH2:8][CH2:9]1)=[O:11]. Reactants: C1CCOC1 (THF), C1(CC1)C1=C(C(=CC(=C1)C(=O)OCC)OC(C)C)C1=CC=C(C=C1)F (ethyl 2-cyclopropyl-4′-fluoro-6-isopropoxybiphenyl-4-carboxylate), C1CCOC1 (THF), [H-].[Al+3].[Li+].[H-].[H-].[H-] (lithium aluminum hydride), [OH-].[Na+] (sodium hydroxide). Run in O (water), O (Water). Reaction conditions: time 5 minute. Product: C1(CC1)C1=C(C(=CC(=C1)C=O)OC(C)C)C1=CC=C(C=C1)F (2-Cyclopropyl-4′-fluoro-6-isopropoxybiphenyl-4-carbaldehyde). Isolated yield 80.0%. RXN SMILES: C1COCC1.[CH:6]1([C:9]2[CH:14]=[C:13]([C:15](OCC)=[O:16])[CH:12]=[C:11]([O:20][CH:21]([CH3:23])[CH3:22])[C:10]=2[C:24]2[CH:29]=[CH:28][C:27]([F:30])=[CH:26][CH:25]=2)[CH2:8][CH2:7]1.[H-].[Al+3].[Li+].[H-].[H-].[H-].[OH-].[Na+]>O>[CH:6]1([C:9]2[CH:14]=[C:13]([CH:15]=[O:16])[CH:12]=[C:11]([O:20][CH:21]([CH3:23])[CH3:22])[C:10]=2[C:24]2[CH:25]=[CH:26][C:27]([F:30])=[CH:28][CH:29]=2)[CH2:8][CH2:7]1 |f:2.3.4.5.6.7,8.9|. Reported procedure: A THF (10 mL) solution of ethyl 2-cyclopropyl-4′-fluoro-6-isopropoxybiphenyl-4-carboxylate (1.22 g) was added to a THF (20 mL) suspension of lithium aluminum hydride (0.3 g) under ice cooling in a nitrogen atmosphere. After stirring at the same temperature as above for 30 minutes, water (0.3 mL) and a 15% aqueous sodium hydroxide solution (0.3 mL) were added thereto, and the mixture was stirred for 5 minutes. Water (0.9 mL) was further added to the reaction mixture, and the mixture was stirred f... Reactants: cuprous oxide, ClC=1C(=C(C=CC1)N1C=NC(=C1C)C(=O)OCC)F (Ethyl 1-(3-chloro-2-fluorophenyl)-5-methyl-1H-imidazole-4-carboxylate), CC=1N=CNC1C(=O)OCC (ethyl 4-methyl-1H-imidazole-5-carboxylate), ClC=1C(=C(C=CC1)B(O)O)F ((3-chloro-2-fluorophenyl)boronic acid). The solvent is C(Cl)Cl (DCM), CO (MeOH). Reaction conditions: time 20 hour. Product: ClC=1C(=C(C=CC1)N1C=NC(=C1C(=O)OCC)C)F (ethyl 1-(3-chloro-2-fluorophenyl)-4-methyl-1H-imidazole-5-carboxylate), ClC=1C(=C(C=CC1)N1C=NC(=C1C)C(=O)OCC)F (ethyl 1-(3-chloro-2-fluorophenyl)-5-methyl-1H-imidazole-4-carboxylate). The yield is 1.0%. As a reaction SMILES: [Cl:1][C:2]1[C:3]([F:19])=[C:4]([N:8]2[C:12]([CH3:13])=[C:11]([C:14]([O:16][CH2:17][CH3:18])=[O:15])[N:10]=[CH:9]2)[CH:5]=[CH:6][CH:7]=1.[CH3:20][C:21]1[N:22]=[CH:23][NH:24][C:25]=1[C:26]([O:28][CH2:29][CH3:30])=[O:27].ClC1C(F)=C(B(O)O)C=CC=1>CO.C(Cl)Cl>[Cl:1][C:2]1[C:3]([F:19])=[C:4]([N:24]2[C:25]([C:26]([O:28][CH2:29][CH3:30])=[O:27])=[C:21]([CH3:20])[N:22]=[CH:23]2)[CH:5]=[CH:6][CH:7]=1.[Cl:1][C:2]1[C:3]([F:19])=[C:4]([N:8]2[C:12]([CH3:13])=[C:11]([C:14]([O:16][CH2:17][CH3:18])=[O:15])[N:10]=[CH:9]2)[CH:5]=[CH:6][CH:7]=1. Procedure details: Ethyl 1-(3-chloro-2-fluorophenyl)-5-methyl-1H-imidazole-4-carboxylate: Using a modified procedure of Sreedhar. (Reference: Sreedhar, B., Synthesis, 795 (2008)). To a suspension of ethyl 4-methyl-1H-imidazole-5-carboxylate (0.530 g, 3.44 mmol) and (3-chloro-2-fluorophenyl)boronic acid (0.500 g, 2.87 mmol) in MeOH (5.74 mL) was added cuprous oxide (0.041 g, 0.287 mmol). The resulting purple suspension was stirred vigorously under an atmosphere of air (drying tube used). After 20 h, the reaction mi... Reactants: [Sn](Cl)Cl (tin(II) chloride), Cl (HCl), [Sn](Cl)Cl (tin(II) chloride), Cl (HCl), COC=1C=C(C=CC1[N+](=O)[O-])N1C[C@H]2COCCN2CC1 ((9aS)-8-[3-(methyloxy)-4-nitrophenyl]octahydropyrazino[2,1-c][1,4]oxazine). Reaction conditions: time 8 hour. Reported procedure: To (9aS)-8-[3-(methyloxy)-4-nitrophenyl]octahydropyrazino[2,1-c][1,4]oxazine (0.196 g, 0.660 mmol) in dioxane (8 mL) and THF (4 mL) cooled to 0° C. was added tin(II) chloride (0.544 g, 2.86 mmol) in HCl (2.20 mL, 37% in water, 24.6 mmol) dropwise. The reaction warmed to rt and stirred overnight. An additional amount of tin(II) chloride (1.00 g, 5.27 mmol) in HCl (4.40 mL, 37% in H2O, 49.1 mmol) was added to the reaction. When complete by TLC, the reaction was cooled to 0° C. and quenched with 6N... Yields the product C1OCCN2[C@H]1CN(CC2)C2=CC(=C(N)C=C2)OC (4-[(9aS)-hexahydropyrazino[2,1-c][1,4]oxazin-8(1H)-yl]-2-(methyloxy)aniline). The yield is 97.0%. Run in O1CCOCC1 (dioxane), C1CCOC1 (THF). Reaction SMILES: [CH3:1][O:2][C:3]1[CH:4]=[C:5]([N:12]2[CH2:21][CH2:20][N:19]3[C@H:14]([CH2:15][O:16][CH2:17][CH2:18]3)[CH2:13]2)[CH:6]=[CH:7][C:8]=1[N+:9]([O-])=O.[Sn](Cl)Cl.Cl>O1CCOCC1.C1COCC1>[CH2:15]1[C@@H:14]2[CH2:13][N:12]([C:5]3[CH:6]=[CH:7][C:8]([NH2:9])=[C:3]([O:2][CH3:1])[CH:4]=3)[CH2:21][CH2:20][N:19]2[CH2:18][CH2:17][O:16]1.